Dataset: the Open Reaction Database (ORD), a public repository of structured organic reaction records. Task: describe an organic reaction: reactants, conditions, products, and yield Reactants: Cc1oc(-c2ccccc2)nc1COc1cccc(C=O)c1, CCOC(=O)CP(=O)(OCC)OCC, [H-], [Na+], C1CCOC1, O. Yields the product CCOC(=O)C=Cc1cccc(OCc2nc(-c3ccccc3)oc2C)c1. RXN SMILES: [CH3:17][c:18]1[c:19]([CH2:29][O:30][c:31]2[cH:32][c:33]([CH:34]=[O:35])[cH:36][cH:37][cH:38]2)[n:20][c:21](-[c:23]2[cH:24][cH:25][cH:26][cH:27][cH:28]2)[o:22]1.[CH3:3][CH2:4][O:5][C:6](=[O:7])[CH2:8][P:9]([O:10][CH2:11][CH3:12])([O:13][CH2:14][CH3:15])=[O:16].[H-:1].[Na+:2].[O:40]1[CH2:41][CH2:42][CH2:43][CH2:44]1.[OH2:39]>>[CH3:3][CH2:4][O:5][C:6](=[O:7])[CH:8]=[CH:34][c:33]1[cH:32][c:31]([O:30][CH2:29][c:19]2[c:18]([CH3:17])[o:22][c:21](-[c:23]3[cH:24][cH:25][cH:26][cH:27][cH:28]3)[n:20]2)[cH:38][cH:37][cH:36]1. The product is FC(C(CSC1=CC=C(C=C1)S(=O)(=O)C1=CC=CC=C1)(O)C)(F)F (1,1,1-Trifluoro-2-methyl-3-(4-phenylsulfonylphenylthio)propan-2-ol). Reported procedure: Potassium hydroxide (0.129 g, 2.3 mmol) in water (2 mL) was added dropwise to a stirred suspension of trimethylsulfoxonium iodide (0.476 g, 2.2 mmol), trifluoroacetone (0.258 g, 2.3 mmol) in dichloromethane (5 mL) under nitrogen at 0° C. The mixture was stirred for 0.5 hours and was then refluxed for a further 0.5 hour. After cooling to room temperature a solution of 4-(phenylsulfonyl)thiophenol (0.5 g, 2 mmol), potassium hydroxide (0.112 g, 2 mmol), and water (5 mL) was added in one portion and... Yield: 31.9%. Conditions: time 0.5 hour. RXN SMILES: [OH-].[K+].[I-].[CH3:4][S+](C)(C)=O.[F:9][C:10]([F:15])([F:14])[C:11](=[O:13])[CH3:12].[C:16]1([S:22]([C:25]2[CH:30]=[CH:29][C:28]([SH:31])=[CH:27][CH:26]=2)(=[O:24])=[O:23])[CH:21]=[CH:20][CH:19]=[CH:18][CH:17]=1>O.ClCCl>[F:9][C:10]([F:15])([F:14])[C:11]([CH3:4])([OH:13])[CH2:12][S:31][C:28]1[CH:27]=[CH:26][C:25]([S:22]([C:16]2[CH:21]=[CH:20][CH:19]=[CH:18][CH:17]=2)(=[O:24])=[O:23])=[CH:30][CH:29]=1 |f:0.1,2.3|. Starting materials: C1(=CC=CC=C1)S(=O)(=O)C1=CC=C(C=C1)S (4-(phenylsulfonyl)thiophenol), [OH-].[K+] (potassium hydroxide), [OH-].[K+] (Potassium hydroxide), [I-].C[S+](=O)(C)C (trimethylsulfoxonium iodide), FC(C(C)=O)(F)F (trifluoroacetone). Run in ClCCl (dichloromethane), O (water), O (water), ClCCl (dichloromethane). Reactants: CO, C=COCCONC(=O)c1ccn2cncc2c1Nc1ccc(SC)cc1F. The product is CSc1ccc(Nc2c(C(=O)NOCCO)ccn3cncc23)c(F)c1. Reaction SMILES: [CH3:29][OH:30].[CH:1](=[CH2:2])[O:3][CH2:4][CH2:5][O:6][NH:7][C:8](=[O:9])[c:10]1[c:11]([NH:19][c:20]2[c:21]([F:28])[cH:22][c:23]([S:26][CH3:27])[cH:24][cH:25]2)[c:12]2[n:13]([cH:14][cH:15]1)[cH:16][n:17][cH:18]2>>[OH:3][CH2:4][CH2:5][O:6][NH:7][C:8](=[O:9])[c:10]1[c:11]([NH:19][c:20]2[c:21]([F:28])[cH:22][c:23]([S:26][CH3:27])[cH:24][cH:25]2)[c:12]2[n:13]([cH:14][cH:15]1)[cH:16][n:17][cH:18]2. The reactants are O=C([O-])[O-], Cc1ccc(S(=O)(=O)OC2CC(CO)C2)cc1, CN(C)C=O, [K+], [K+], Nc1ncnc2[nH]cnc12, C1COCCOCCOCCOCCOCCO1. The product is Nc1ncnc2c1ncn2C1CC(CO)C1. Reaction SMILES: [C:46](=[O:47])([O-:48])[O-:49].[CH3:1][c:2]1[cH:3][cH:4][c:5]([S:6]([O:7][CH:12]2[CH2:13][CH:14]([CH2:16][OH:17])[CH2:15]2)(=[O:8])=[O:9])[cH:10][cH:11]1.[CH3:52][N:53]([CH3:54])[CH:55]=[O:56].[K+:50].[K+:51].[NH2:18][c:19]1[n:20][cH:21][n:22][c:23]2[nH:24][cH:25][n:26][c:27]12.[O:28]1[CH2:29][CH2:30][O:31][CH2:32][CH2:33][O:34][CH2:35][CH2:36][O:37][CH2:38][CH2:39][O:40][CH2:41][CH2:42][O:43][CH2:44][CH2:45]1>>[CH:12]1([n:24]2[c:23]3[n:22][cH:21][n:20][c:19]([NH2:18])[c:27]3[n:26][cH:25]2)[CH2:13][CH:14]([CH2:16][OH:17])[CH2:15]1. The reactants are C(CCC)N1C(NC(=CC1=O)C(F)(F)F)=O (3-n-butyl-6-(trifluoromethyl)uracil), Cl[O-].[Na+] (sodium hypochlorite), Cl (hydrochloric acid). Conditions: time 1 hour. Yields the product ClC=1C(N(C(NC1C(F)(F)F)=O)CCCC)=O (5-chloro-3-n-butyl-6-(trifluoromethyl)uracil). Reaction SMILES: [CH2:1]([N:5]1[C:10](=[O:11])[CH:9]=[C:8]([C:12]([F:15])([F:14])[F:13])[NH:7][C:6]1=[O:16])[CH2:2][CH2:3][CH3:4].[Cl:17][O-].[Na+].Cl>>[Cl:17][C:9]1[C:10](=[O:11])[N:5]([CH2:1][CH2:2][CH2:3][CH3:4])[C:6](=[O:16])[NH:7][C:8]=1[C:12]([F:15])([F:13])[F:14] |f:1.2|. Procedure: 3-n-butyl-6-(trifluoromethyl)uracil (1.0 g.) was dissolved in 15 ml. of 5.25% sodium hypochlorite solution and allowed to stand at room temperature for 1 hour. The suspension which was present was acidified to pH 1 with hydrochloric acid and the solid removed by filtration. After purification by chromatography and recrystallization from cyclohexane, the product had a melting point of 138°-139°C. Starting materials: C(C)OC1=C(C(=O)C2=C(C(=O)O)C=CC=C2)C=CC(=C1)N(CC)CC (2-(2-ethoxy-4-(diethylamino)benzoyl)benzoic acid), CN(C1=CC(=CC=C1)N(C)C)C (N,N,N',N'-tetramethyl-m-phenylenediamine), C(C)(=O)OC(C)=O (acetic anhydride), Cl (hydrochloric acid). Procedure details: A mixture of 2-(2-ethoxy-4-(diethylamino)benzoyl)benzoic acid (6.82 g.), N,N,N',N'-tetramethyl-m-phenylenediamine (2.80 g.) and acetic anhydride (20 g.) was heated (70°-75° C.) during one hour, let stand overnight and poured into dilute hydrochloric acid. The resulting mixture was basified. Recrystallization of the resulting red precipitate from hexane followed by slurrying in alkaline water afforded 3-(2,4-bis(dimethylamino)phenyl)-3-(2-ethoxy-4-(diethylamino)phenyl)phthalide (I: X=(CH3)2N, Y2 ... Yields the product CN(C1=C(C=CC(=C1)N(C)C)C1(OC(=O)C2=CC=CC=C12)C1=C(C=C(C=C1)N(CC)CC)OCC)C (3-(2,4-bis(dimethylamino)phenyl)-3-(2-ethoxy-4-(diethylamino)phenyl)phthalide). As a reaction SMILES: [CH2:1]([O:3][C:4]1[CH:20]=[C:19]([N:21]([CH2:24][CH3:25])[CH2:22][CH3:23])[CH:18]=[CH:17][C:5]=1[C:6]([C:8]1[CH:16]=[CH:15][CH:14]=[CH:13][C:9]=1[C:10](O)=[O:11])=[O:7])[CH3:2].[CH3:26][N:27]([CH3:37])[C:28]1[CH:33]=[CH:32][CH:31]=[C:30]([N:34]([CH3:36])[CH3:35])[CH:29]=1.C(OC(=O)C)(=O)C.Cl>>[CH3:35][N:34]([CH3:36])[C:30]1[CH:29]=[C:28]([N:27]([CH3:37])[CH3:26])[CH:33]=[CH:32][C:31]=1[C:6]1([C:5]2[CH:17]=[CH:18][C:19]([N:21]([CH2:22][CH3:23])[CH2:24][CH3:25])=[CH:20][C:4]=2[O:3][CH2:1][CH3:2])[C:8]2[C:9](=[CH:13][CH:14]=[CH:15][CH:16]=2)[C:10](=[O:11])[O:7]1. Run at time 8 hour. Reaction SMILES: [Br:1][c:2]1[cH:3][c:4]([CH3:11])[cH:5][c:6]2[cH:7][cH:8][o:9][c:10]12.[C:12]([c:13]1[cH:14][cH:15][cH:16][cH:17][cH:18]1)([c:19]1[cH:20][cH:21][cH:22][cH:23][cH:24]1)=[NH:25].[CH3:72][C:73]([CH3:74])([O-:75])[CH3:76].[Cl-:78].[NH4+:79].[Na+:77].[O:100]=[C:101]([CH:102]=[CH:103][c:104]1[cH:105][cH:106][cH:107][cH:108][cH:109]1)[CH:110]=[CH:111][c:112]1[cH:113][cH:114][cH:115][cH:116][cH:117]1.[O:118]=[C:119]([CH:120]=[CH:121][c:122]1[cH:123][cH:124][cH:125][cH:126][cH:127]1)[CH:128]=[CH:129][c:130]1[cH:131][cH:132][cH:133][cH:134][cH:135]1.[O:82]=[C:83]([CH:84]=[CH:85][c:86]1[cH:87][cH:88][cH:89][cH:90][cH:91]1)[CH:92]=[CH:93][c:94]1[cH:95][cH:96][cH:97][cH:98][cH:99]1.[OH2:136].[Pd:80].[Pd:81].[c:26]1([P:27]([c:28]2[cH:29][cH:30][cH:31][cH:32][cH:33]2)[c:34]2[cH:35][cH:36][c:37]3[c:38]([cH:39][cH:40][cH:41][cH:42]3)[c:43]2-[c:44]2[c:45]3[c:46]([cH:47][cH:48][cH:49][cH:50]3)[cH:51][cH:52][c:53]2[P:54]([c:55]2[cH:56][cH:57][cH:58][cH:59][cH:60]2)[c:61]2[cH:62][cH:63][cH:64][cH:65][cH:66]2)[cH:67][cH:68][cH:69][cH:70][cH:71]1>>[c:2]1([N:25]=[C:12]([c:13]2[cH:14][cH:15][cH:16][cH:17][cH:18]2)[c:19]2[cH:20][cH:21][cH:22][cH:23][cH:24]2)[cH:3][c:4]([CH3:11])[cH:5][c:6]2[cH:7][cH:8][o:9][c:10]12. The product is Cc1cc(N=C(c2ccccc2)c2ccccc2)c2occc2c1. The reactants are Cc1cc(Br)c2occc2c1, N=C(c1ccccc1)c1ccccc1, CC(C)(C)[O-], [Cl-], [NH4+], [Na+], O=C(C=Cc1ccccc1)C=Cc1ccccc1, O=C(C=Cc1ccccc1)C=Cc1ccccc1, O=C(C=Cc1ccccc1)C=Cc1ccccc1, O, [Pd], [Pd], c1ccc(P(c2ccccc2)c2ccc3ccccc3c2-c2c(P(c3ccccc3)c3ccccc3)ccc3ccccc23)cc1. The reactants are CCCCCCCCCCC(=O)Cl, Cl, OC1CCN(CCCN2c3ccccc3Sc3ccc(C(F)(F)F)cc32)C1. Yields the product CCCCCCCCCCC(=O)OC1CCN(CCCN2c3ccccc3Sc3ccc(C(F)(F)F)cc32)C1. RXN SMILES: [C:29]([CH2:30][CH2:31][CH2:32][CH2:33][CH2:34][CH2:35][CH2:36][CH2:37][CH2:38][CH3:39])(=[O:40])[Cl:41].[ClH:1].[F:2][C:3]([c:4]1[cH:5][c:6]2[c:15]([cH:16][cH:17]1)[S:14][c:13]1[c:8]([cH:9][cH:10][cH:11][cH:12]1)[N:7]2[CH2:18][CH2:19][CH2:20][N:21]1[CH2:22][CH:23]([OH:26])[CH2:24][CH2:25]1)([F:27])[F:28]>>[F:2][C:3]([c:4]1[cH:5][c:6]2[c:15]([cH:16][cH:17]1)[S:14][c:13]1[c:8]([cH:9][cH:10][cH:11][cH:12]1)[N:7]2[CH2:18][CH2:19][CH2:20][N:21]1[CH2:22][CH:23]([O:26][C:29]([CH2:30][CH2:31][CH2:32][CH2:33][CH2:34][CH2:35][CH2:36][CH2:37][CH2:38][CH3:39])=[O:40])[CH2:24][CH2:25]1)([F:27])[F:28]. Reactants: C(C1=CC=CC=C1)OC1=C(C=C(C=C1)C)Br (1-(benzyloxy)-2-bromo-4-methylbenzene), [Li]CCCC (n-BuLi), C[C@@H]1OC1 ((S)-2-methyloxirane), B(F)(F)F.CCOCC (BF3.Et2O). Run in C1CCOC1 (THF). Reaction conditions: time 30 minute. The product is C(C1=CC=CC=C1)OC1=C(C=C(C=C1)C)C[C@H](C)O ((S)-1-(2-(benzyloxy)-5-methylphenyl)propan-2-ol). As a reaction SMILES: [CH2:1]([O:8][C:9]1[CH:14]=[CH:13][C:12]([CH3:15])=[CH:11][C:10]=1Br)[C:2]1[CH:7]=[CH:6][CH:5]=[CH:4][CH:3]=1.[Li]CCCC.[CH3:22][C@H:23]1[CH2:25][O:24]1.B(F)(F)F.CCOCC>C1COCC1>[CH2:1]([O:8][C:9]1[CH:14]=[CH:13][C:12]([CH3:15])=[CH:11][C:10]=1[CH2:22][C@@H:23]([OH:24])[CH3:25])[C:2]1[CH:7]=[CH:6][CH:5]=[CH:4][CH:3]=1 |f:3.4|. Procedure details: To a solution of 1-(benzyloxy)-2-bromo-4-methylbenzene (3a) (1.0 g, 3.6 mmol) in THF (20 mL) at −78° C. under N2 atmosphere was added n-BuLi (2.5 M, 1.6 mL, 3.9 mmol), the resulting mixture was stirred for 30 min and (S)-2-methyloxirane (0.38 mL, 5.4 mmol) and BF3.Et2O (0.67 mL, 5.4 mmol) were added to the mixture. It was stirred at −78° C. for 1.5 h and warmed up to ambient temperature, quenched with water (10 mL), extracted with EtOAc (30 mL), washed with brine, dried and concentrated. The res... Starting materials: C1(CCC1)NC(=O)C1=NC=2CCN(CC2C=C1)CC(=O)OC(C)(C)C (tert-butyl {2-[(cyclobutylamino)carbonyl]-7,8-dihydro-1,6-naphthyridin-6(5H)-yl}acetate), Cl (HCl). Solvent: O1CCOCC1 (dioxane), O1CCOCC1 (dioxane). Run at time 8 hour. Yields the product Cl.C1(CCC1)NC(=O)C1=NC=2CCN(CC2C=C1)CC(=O)O ({2-[(cyclobutylamino)carbonyl]-7,8-dihydro-1,6-naphthyridin-6(5H)-yl}acetic acid hydrochloride). RXN SMILES: [CH:1]1([NH:5][C:6]([C:8]2[CH:17]=[CH:16][C:15]3[CH2:14][N:13]([CH2:18][C:19]([O:21]C(C)(C)C)=[O:20])[CH2:12][CH2:11][C:10]=3[N:9]=2)=[O:7])[CH2:4][CH2:3][CH2:2]1.[ClH:26]>O1CCOCC1>[ClH:26].[CH:1]1([NH:5][C:6]([C:8]2[CH:17]=[CH:16][C:15]3[CH2:14][N:13]([CH2:18][C:19]([OH:21])=[O:20])[CH2:12][CH2:11][C:10]=3[N:9]=2)=[O:7])[CH2:2][CH2:3][CH2:4]1 |f:3.4|. Procedure details: The oil obtained from step 2 is dissolved in dioxane (5 mL). 4 N HCl in dioxane (5 ml, 20 mmol) is added. The mixture is stirred at rt overnight. The solvent is removed and the residue is washed with ether to give the title compound as a white solid. MS (M+1): 290.1.